Dataset: the Open Reaction Database (ORD), a public repository of structured organic reaction records. Task: describe an organic reaction: reactants, conditions, products, and yield Starting materials: FC(F)(F)c1cccc2c(Cl)ccnc12, Cl, COC(=O)c1cc(F)ccc1N. Yields the product COC(=O)c1cc(F)ccc1Nc1ccnc2c(C(F)(F)F)cccc12. As a reaction SMILES: [Cl:1][c:2]1[cH:3][cH:4][n:5][c:6]2[c:7]([C:12]([F:13])([F:14])[F:15])[cH:8][cH:9][cH:10][c:11]12.[ClH:28].[NH2:16][c:17]1[c:18]([C:19](=[O:20])[O:21][CH3:22])[cH:23][c:24]([F:27])[cH:25][cH:26]1>>[c:2]1([NH:16][c:17]2[c:18]([C:19](=[O:20])[O:21][CH3:22])[cH:23][c:24]([F:27])[cH:25][cH:26]2)[cH:3][cH:4][n:5][c:6]2[c:7]([C:12]([F:13])([F:14])[F:15])[cH:8][cH:9][cH:10][c:11]12. Starting materials: COC=1C(C(=C(C(C1OC)=O)CC=1C=CC(=C(C(=O)NC2=CC=C(C=C2)N2C=NC=C2)C1)OC(C)=O)C)=O (N-[5-(5,6-Dimethoxy-3-methyl-1,4-benzoquinon-2-yl)methyl-2-acetoxybenzoyl]-4-(imidazol-1-yl)aniline), C(O)([O-])=O.[Na+] (sodium hydrogencarbonate). The solvent is CO (methanol), O (water). The product is COC=1C(C(=C(C(C1OC)=O)CC=1C=CC(=C(C(=O)NC2=CC=C(C=C2)N2C=NC=C2)C1)O)C)=O (N-[5-(5,6-Dimethoxy-3-methyl-1,4-benzoquinon-2-yl)methyl-2-hydroxybenzoyl]-4-(imidazol-1-yl)aniline). The yield is 97.8%. As a reaction SMILES: [CH3:1][O:2][C:3]1[C:4](=[O:38])[C:5]([CH3:37])=[C:6]([CH2:12][C:13]2[CH:14]=[CH:15][C:16]([O:33]C(=O)C)=[C:17]([CH:32]=2)[C:18]([NH:20][C:21]2[CH:26]=[CH:25][C:24]([N:27]3[CH:31]=[CH:30][N:29]=[CH:28]3)=[CH:23][CH:22]=2)=[O:19])[C:7](=[O:11])[C:8]=1[O:9][CH3:10].C(=O)([O-])O.[Na+]>CO.O>[CH3:1][O:2][C:3]1[C:4](=[O:38])[C:5]([CH3:37])=[C:6]([CH2:12][C:13]2[CH:14]=[CH:15][C:16]([OH:33])=[C:17]([CH:32]=2)[C:18]([NH:20][C:21]2[CH:26]=[CH:25][C:24]([N:27]3[CH:31]=[CH:30][N:29]=[CH:28]3)=[CH:23][CH:22]=2)=[O:19])[C:7](=[O:11])[C:8]=1[O:9][CH3:10] |f:1.2|. Reported procedure: N-[5-(5,6-Dimethoxy-3-methyl-1,4-benzoquinon-2-yl)methyl-2-acetoxybenzoyl]-4-(imidazol-1-yl)aniline (0.070 g, 0.136 mmol) was dissolved in methanol (5 ml) and after adding thereto an aqueous saturated sodium hydrogencarbonate solution (3 ml), the solution was stirred at room temperature for 3 hours. After the completion of reaction, the reaction solution was diluted with water and extracted with ethyl acetate. The extract was washed with water and then dried, and the solvent was removed by disti... The solvent is C(C)(=O)Br (acetyl bromide), CCN(CC)CN(CC)CC (N,N,N',N'-tetraethyldiaminomethane), CN(C=O)C (dimethylformamide), CCN(CC)CN(CC)CC (N,N,N',N'-tetraethyldiaminomethane). RXN SMILES: [CH3:1][S:2][C:3]1[CH:4]=[CH:5][C:6]2[N:12]3[C:13]([CH3:16])=[N:14][N:15]=[C:11]3[CH2:10][N:9]=[C:8]([C:17]3[CH:22]=[CH:21][CH:20]=[CH:19][CH:18]=3)[C:7]=2[CH:23]=1>CN(C)C=O.CCN(CN(CC)CC)CC.C(Br)(=O)C>[CH3:1][S:2][C:3]1[CH:4]=[CH:5][C:6]2[N:12]3[C:13]([CH2:16][CH2:13][N:12]([CH2:6][CH3:5])[CH2:11][CH3:10])=[N:14][N:15]=[C:11]3[CH2:10][N:9]=[C:8]([C:17]3[CH:18]=[CH:19][CH:20]=[CH:21][CH:22]=3)[C:7]=2[CH:23]=1. Procedure: In the manner given in Example 1, a solution of 8-methylthio-1-methyl-6-phenyl-4H-s-triazolo[4,3-a][1,4]benzodiazepine in dimethylformamide, N,N,N',N'-tetraethyldiaminomethane and acetyl bromide (in 0.5 molar excess compared to the N,N,N',N'-tetraethyldiaminomethane) are reacted together to give 8-methylthio-1-[2-(diethylamino)ethyl]-6-phenyl-4H-s-triazolo[4,3-a][1,4]benzodiazepine. Yields the product CSC=1C=CC2=C(C(=NCC=3N2C(=NN3)CCN(CC)CC)C3=CC=CC=C3)C1 (8-methylthio-1-[2-(diethylamino)ethyl]-6-phenyl-4H-s-triazolo[4,3-a][1,4]benzodiazepine). The reactants are CSC=1C=CC2=C(C(=NCC=3N2C(=NN3)C)C3=CC=CC=C3)C1 (8-methylthio-1-methyl-6-phenyl-4H-s-triazolo[4,3-a][1,4]benzodiazepine). Starting materials: O=c1c(-c2ccccc2)c2n(c(=O)n1Cc1ccccc1)CCCS2, CO, Cc1ccccc1, FB(F)F. Product: O=c1[nH]c(=O)n2c(c1-c1ccccc1)SCCC2. RXN SMILES: [CH2:5]([c:6]1[cH:7][cH:8][cH:9][cH:10][cH:11]1)[n:12]1[c:13](=[O:29])[n:14]2[c:15]([c:20](-[c:23]3[cH:24][cH:25][cH:26][cH:27][cH:28]3)[c:21]1=[O:22])[S:16][CH2:17][CH2:18][CH2:19]2.[CH3:30][OH:31].[CH3:32][c:33]1[cH:34][cH:35][cH:36][cH:37][cH:38]1.[F:1][B:2]([F:3])[F:4]>>[nH:12]1[c:13](=[O:29])[n:14]2[c:15]([c:20](-[c:23]3[cH:24][cH:25][cH:26][cH:27][cH:28]3)[c:21]1=[O:22])[S:16][CH2:17][CH2:18][CH2:19]2. The reactants are COc1ccc(C(C)N2CCCC2c2ccnc(Br)c2)cc1, CC(C)(C)OC(=O)n1cc(B2OC(C)(C)C(C)(C)O2)c2ccccc21, CCOC(C)=O, Cc1ccccc1, CCO, [Na+], [Na+], O=C([O-])[O-], O, c1ccc(P(c2ccccc2)(c2ccccc2)[Pd](P(c2ccccc2)(c2ccccc2)c2ccccc2)(P(c2ccccc2)(c2ccccc2)c2ccccc2)P(c2ccccc2)(c2ccccc2)c2ccccc2)cc1. The product is COc1ccc(C(C)N2CCCC2c2ccnc(-c3cn(C(=O)OC(C)(C)C)c4ccccc34)c2)cc1. Reaction SMILES: [Br:1][c:2]1[n:3][cH:4][cH:5][c:6]([CH:8]2[N:9]([CH:13]([CH3:14])[c:15]3[cH:16][cH:17][c:18]([O:21][CH3:22])[cH:19][cH:20]3)[CH2:10][CH2:11][CH2:12]2)[cH:7]1.[C:23]([CH3:24])([CH3:25])([CH3:26])[O:27][C:28](=[O:29])[n:30]1[cH:31][c:32]([B:39]2[O:40][C:41]([CH3:42])([CH3:43])[C:44]([CH3:45])([CH3:46])[O:47]2)[c:33]2[cH:34][cH:35][cH:36][cH:37][c:38]12.[CH3:142][CH2:143][O:144][C:145]([CH3:146])=[O:147].[CH3:55][c:56]1[cH:57][cH:58][cH:59][cH:60][cH:61]1.[CH3:62][CH2:63][OH:64].[Na+:48].[Na+:49].[O-:50][C:51](=[O:52])[O-:53].[OH2:54].[cH:65]1[cH:66][cH:67][c:68]([P:69]([Pd:70]([P:71]([c:72]2[cH:73][cH:74][cH:75][cH:76][cH:77]2)([c:78]2[cH:79][cH:80][cH:81][cH:82][cH:83]2)[c:84]2[cH:85][cH:86][cH:87][cH:88][cH:89]2)([P:90]([c:91]2[cH:92][cH:93][cH:94][cH:95][cH:96]2)([c:97]2[cH:98][cH:99][cH:100][cH:101][cH:102]2)[c:103]2[cH:104][cH:105][cH:106][cH:107][cH:108]2)[P:109]([c:110]2[cH:111][cH:112][cH:113][cH:114][cH:115]2)([c:116]2[cH:117][cH:118][cH:119][cH:120][cH:121]2)[c:122]2[cH:123][cH:124][cH:125][cH:126][cH:127]2)([c:128]2[cH:129][cH:130][cH:131][cH:132][cH:133]2)[c:134]2[cH:135][cH:136][cH:137][cH:138][cH:139]2)[cH:140][cH:141]1>>[c:2]1(-[c:32]2[cH:31][n:30]([C:28]([O:27][C:23]([CH3:24])([CH3:25])[CH3:26])=[O:29])[c:38]3[c:33]2[cH:34][cH:35][cH:36][cH:37]3)[n:3][cH:4][cH:5][c:6]([CH:8]2[N:9]([CH:13]([CH3:14])[c:15]3[cH:16][cH:17][c:18]([O:21][CH3:22])[cH:19][cH:20]3)[CH2:10][CH2:11][CH2:12]2)[cH:7]1.